Task: describe an organic reaction: reactants, conditions, products, and yield. Dataset: the Open Reaction Database (ORD), a public repository of structured organic reaction records Reactants: C(CN)N (ethylenediamine), ClC(C#N)=C (2-chloroacrylonitrile). Solvent: O1CCCC1 (tetrahydrofuran), O1CCCC1 (tetrahydrofuran). Conditions: temperature 30 celsius, time 6 hour. Yields the product Cl.Cl.C(#N)C1NCCNC1 (2-cyanopiperazine-di-hydrochloride). Isolated yield 100.0%. Reaction SMILES: [CH2:1]([NH2:4])[CH2:2][NH2:3].[Cl:5][C:6](=[CH2:9])[C:7]#[N:8]>O1CCCC1>[ClH:5].[ClH:5].[C:7]([CH:6]1[CH2:9][NH:4][CH2:1][CH2:2][NH:3]1)#[N:8] |f:3.4.5|. Procedure: Into 300 ml of tetrahydrofuran was added 54.1 g (0.9 mole) of ethylenediamine and the mixture was heated to 30° C. To the mixture was added dropwise 52.5 g (0.6 mole) of 2-chloroacrylonitrile over a period of 2 hours with stirring and further stirring was continued for 6 hours. During stirring, the temperature was kept at about 30° C. The reaction mixture formed was cooled to 20° C. and precipitates formed were removed by filtration. After adding 35% hydrochloric acid to the filtrate formed to a...